From a dataset of the Open Reaction Database (ORD), a public repository of structured organic reaction records. describe an organic reaction: reactants, conditions, products, and yield The reactants are C(C)C(CC)(C=1SC=C(C1)C)C1=CC(=C(OCC(C(C)(C)C)O)C=C1)C (1-{4-[1-ethyl-1-(4-methyl-thiophen-2-yl)-propyl]-2-methyl-phenoxy}-3,3-dimethyl-butan-2-ol), CC1=NC(=CC=C1)C (2,6-dimethylpyridine), FC(S(=O)(=O)O[Si](C)(C)C(C)(C)C)(F)F (tert-butyldimethylsilyl trifluoromethanesulfonate). Run in ClCCl (dichoromethane), ClCCl (dichloromethane). Run at time 2 hour. Product: C(C)C(CC)(C=1SC=C(C1)C)C1=CC(=C(OCC(C(C)(C)C)O[Si](C)(C)C(C)(C)C)C=C1)C (1-{4-[1-Ethyl-1-(4-methyl-thiophen-2-yl)-propyl]-2-methyl-phenoxy}-2-(t-butyldimethylsilyloxy)-3,3-dimethyl-butane). Yield: 97.2%. Reaction SMILES: [CH2:1]([C:3]([C:12]1[CH:25]=[CH:24][C:15]([O:16][CH2:17][CH:18]([OH:23])[C:19]([CH3:22])([CH3:21])[CH3:20])=[C:14]([CH3:26])[CH:13]=1)([C:6]1[S:7][CH:8]=[C:9]([CH3:11])[CH:10]=1)[CH2:4][CH3:5])[CH3:2].CC1C=CC=C(C)N=1.FC(F)(F)S(O[Si:41]([C:44]([CH3:47])([CH3:46])[CH3:45])([CH3:43])[CH3:42])(=O)=O>ClCCl>[CH2:1]([C:3]([C:12]1[CH:25]=[CH:24][C:15]([O:16][CH2:17][CH:18]([O:23][Si:41]([C:44]([CH3:47])([CH3:46])[CH3:45])([CH3:43])[CH3:42])[C:19]([CH3:21])([CH3:20])[CH3:22])=[C:14]([CH3:26])[CH:13]=1)([C:6]1[S:7][CH:8]=[C:9]([CH3:11])[CH:10]=1)[CH2:4][CH3:5])[CH3:2]. Reported procedure: To a solution of 1-{4-[1-ethyl-1-(4-methyl-thiophen-2-yl)-propyl]-2-methyl-phenoxy}-3,3-dimethyl-butan-2-ol (7.5 g, 20 mmol) in dichloromethane (100 ml) at −78° C. is added 2,6-dimethylpyridine (5.8 ml, 50 mmol) followed by tert-butyldimethylsilyl trifluoromethanesulfonate (6.0 ml, 26 mmol). After stirring at RT for 2 h, the reaction diluted with dichoromethane and washed successively with 1N HCl followed by satd NaHCO3. The organic layer is dried over MgSO4 and concentrated to give the title pr... Starting materials: O=C(Cl)c1ccccc1, I, c1ccncc1, Nc1nc2c(s1)Cc1ccccc1-2. Product: O=C(Nc1nc2c(s1)Cc1ccccc1-2)c1ccccc1. As a reaction SMILES: [C:15]([c:16]1[cH:17][cH:18][cH:19][cH:20][cH:21]1)(=[O:22])[Cl:23].[IH:1].[cH:24]1[cH:25][cH:26][n:27][cH:28][cH:29]1.[s:2]1[c:3]([NH2:14])[n:4][c:5]2[c:6]1[CH2:7][c:8]1[cH:9][cH:10][cH:11][cH:12][c:13]1-2>>[s:2]1[c:3]([NH:14][C:15]([c:16]2[cH:17][cH:18][cH:19][cH:20][cH:21]2)=[O:22])[n:4][c:5]2[c:6]1[CH2:7][c:8]1[cH:9][cH:10][cH:11][cH:12][c:13]1-2. Reactants: OC1=C(SC(=C1)C(F)(F)F)C(=O)OC (Methyl (3-hydroxy-5trifluoromethylthien-2-yl)-carboxylate), CO (methanol), [OH-].[Na+] (sodium hydroxide). Run in O (water). Reaction conditions: time 30 minute. The product is OC1=C(SC(=C1)C(F)(F)F)C(=O)O ((3-Hydroxy-5-trifluoromethylthien-2-yl)-carboxylic acid). Isolated yield 65.0%. RXN SMILES: [OH:1][C:2]1[CH:6]=[C:5]([C:7]([F:10])([F:9])[F:8])[S:4][C:3]=1[C:11]([O:13]C)=[O:12].CO.[OH-].[Na+]>O>[OH:1][C:2]1[CH:6]=[C:5]([C:7]([F:10])([F:8])[F:9])[S:4][C:3]=1[C:11]([OH:13])=[O:12] |f:2.3|. Procedure: A mixture of 5B (2.38 g) and methanol (20 ml) was added to a stirred solution of sodium hydroxide (1.68 g) in water (20 ml). The reaction mixture was heated at reflux for 3 hours. The reaction mixture was cooled to room temperature and concentrated in vacuo. The concentrate was cooled to 5° C. and acidified with concentrated HCl (3.5 ml). The resulting suspension was stirred at 5° C. for 30 minutes. The solid was collected by filtration, washed with water, then dried in vacuo at 35-40° C. to giv... The product is C(CCCCCCCCCCC)C1=CC(=C(O1)C)C(=O)OCC (ethyl 5-dodecyl-2-methyl-3-furoate). Reactants: C(C)(=O)C(C(=O)OCC)=CCCCCCCCCCCCCC (ethyl 2-acetyl-2-hexadecenoate), BrN1C(CCC1=O)=O (N-bromosuccinimide). Yield: 62.8%. As a reaction SMILES: [C:1]([C:4](=[CH:10][CH2:11][CH2:12][CH2:13][CH2:14][CH2:15][CH2:16][CH2:17][CH2:18][CH2:19][CH2:20][CH2:21][CH2:22][CH3:23])[C:5]([O:7][CH2:8][CH3:9])=[O:6])(=[O:3])[CH3:2].BrN1C(=O)CCC1=O>C(Cl)(Cl)(Cl)Cl>[CH2:12]([C:11]1[O:3][C:1]([CH3:2])=[C:4]([C:5]([O:7][CH2:8][CH3:9])=[O:6])[CH:10]=1)[CH2:13][CH2:14][CH2:15][CH2:16][CH2:17][CH2:18][CH2:19][CH2:20][CH2:21][CH2:22][CH3:23]. The solvent is C(Cl)(Cl)(Cl)Cl (carbon tetrachloride). Procedure details: A mixture of 2.64 g (8.15 mmole) ethyl 2-acetyl-2-hexadecenoate and 1.45 g (8.15 mmole) N-bromosuccinimide in 25 ml of carbon tetrachloride was heated at reflux for 12 hours. After cooling, the succinimide was removed by filtration and the solution concentrated in vacuo. Distillation of the crude product gave 1.65 g (63%) of ethyl 5-dodecyl-2-methyl-3-furoate, bp 160°-163° C. (0.4 mm).